From a dataset of the Open Reaction Database (ORD), a public repository of structured organic reaction records. describe an organic reaction: reactants, conditions, products, and yield Run at time 2 day. RXN SMILES: Br[CH2:2][CH2:3][CH2:4][CH2:5][CH2:6][CH2:7][CH2:8][CH2:9][CH2:10][CH2:11][C:12]([O:14][CH2:15][CH3:16])=[O:13].CC([C:20]1[CH:21]=[CH:22][C:23]([OH:26])=[CH:24][CH:25]=1)=O.[C:27](=[O:30])([O-])[O-:28].[K+].[K+].O.[CH3:34]C(C)=O>>[C:27]([O:28][C:20]1[CH:25]=[CH:24][C:23]([O:26][CH2:2][CH2:3][CH2:4][CH2:5][CH2:6][CH2:7][CH2:8][CH2:9][CH2:10][CH2:11][C:12]([O:14][CH2:15][CH3:16])=[O:13])=[CH:22][CH:21]=1)(=[O:30])[CH3:34] |f:2.3.4|. Starting materials: bromoester, BrCCCCCCCCCCC(=O)OCC (Ethyl 11-bromoundecanoate), CC(=O)C=1C=CC(=CC1)O (4-hydroxyacetophenone), C([O-])([O-])=O.[K+].[K+] (potassium carbonate), CC(=O)C (acetone), O (water). Procedure: A mixture of the bromoester from (a) (55.3 g, 0.19 mol), 4-hydroxyacetophenone (25.7 g, 0.19 mol) and potassium carbonate (26.1 g, 0.19 mol) in acetone (250 ml) was heated to reflux with stirring for 2 days. After cooling to room temperature, water (500 ml) was added and the whole mixture extracted with ethyl acetate (3×300 ml). The combined extracts were then washed with 3N sodium hydroxide solution (300 ml), water (2×300 ml), 3N HCl solution (200 ml) and water (2×300 ml). After drying over MgS... Product: C(C)(=O)OC1=CC=C(OCCCCCCCCCCC(=O)OCC)C=C1 (Ethyl 11-(4-acetoxyphenoxy)undecanoate). Isolated yield 65.0%.